From a dataset of the Open Reaction Database (ORD), a public repository of structured organic reaction records. describe an organic reaction: reactants, conditions, products, and yield Starting materials: COC([C@@H](NC(C1=C(C=C(C=C1)CNC=1C=NC=CC1)C1=CC=CC=C1)=O)CCSC)=O ([4-(pyrid-3-ylaminomethyl)-2-phenylbenzoyl]methionine methyl ester), Cl (HCl). Solvent: C(C)(=O)OCC (ethyl acetate). Run at time 10 minute. The product is Cl.COC([C@@H](NC(C1=C(C=C(C=C1)CNC=1C=NC=CC1)C1=CC=CC=C1)=O)CCSC)=O ([4-(pyrid-3-ylaminomethyl)-2-phenylbenzoyl]methionine methyl ester hydrochloride). The yield is 95.1%. As a reaction SMILES: [CH3:1][O:2][C:3](=[O:32])[C@H:4]([CH2:28][CH2:29][S:30][CH3:31])[NH:5][C:6](=[O:27])[C:7]1[CH:12]=[CH:11][C:10]([CH2:13][NH:14][C:15]2[CH:16]=[N:17][CH:18]=[CH:19][CH:20]=2)=[CH:9][C:8]=1[C:21]1[CH:26]=[CH:25][CH:24]=[CH:23][CH:22]=1.[ClH:33]>C(OCC)(=O)C>[ClH:33].[CH3:1][O:2][C:3](=[O:32])[C@H:4]([CH2:28][CH2:29][S:30][CH3:31])[NH:5][C:6](=[O:27])[C:7]1[CH:12]=[CH:11][C:10]([CH2:13][NH:14][C:15]2[CH:16]=[N:17][CH:18]=[CH:19][CH:20]=2)=[CH:9][C:8]=1[C:21]1[CH:26]=[CH:25][CH:24]=[CH:23][CH:22]=1 |f:3.4|. Procedure details: To a solution in ethyl acetate (20 mL) of [4-(pyrid-3-ylaminomethyl)-2-phenylbenzoyl]methionine methyl ester (2.96 g, 6.58 mmol), prepared as in Example 226A, was added HCl (1.0 M in ethyl acetate, 20 mL, 20 mmol) dropwise. The reaction mixture was stirred for 10 minutes and then was concentrated and the residue was azeotroped with toluene. Water (50 mL) was added and the milky mixture was concentrated and lyophilized to give [4-(pyrid-3-ylaminomethyl)-2-phenylbenzoyl]methionine methyl ester hyd... Reactants: COC(C1=CC(=CC(=C1)OCCCCCCCCCCCCCCCCCC)O)=O (3-hydroxy-5-(octadecyloxy) benzoic acid methyl ester), C(C1=CC=CC=C1)Br (benzyl bromide), C([O-])([O-])=O.[K+].[K+] (potassium carbonate). Solvent: CN(C)C=O (DMF). Reaction conditions: time 50 hour. The product is COC(C1=CC(=CC(=C1)OCC1=CC=CC=C1)OCCCCCCCCCCCCCCCCCC)=O (3-(octadecyloxy)-5-(phenylmethoxy)benzoic acid methyl ester). Yield: 89.3%. RXN SMILES: [CH3:1][O:2][C:3](=[O:30])[C:4]1[CH:9]=[C:8]([O:10][CH2:11][CH2:12][CH2:13][CH2:14][CH2:15][CH2:16][CH2:17][CH2:18][CH2:19][CH2:20][CH2:21][CH2:22][CH2:23][CH2:24][CH2:25][CH2:26][CH2:27][CH3:28])[CH:7]=[C:6]([OH:29])[CH:5]=1.[CH2:31](Br)[C:32]1[CH:37]=[CH:36][CH:35]=[CH:34][CH:33]=1.C(=O)([O-])[O-].[K+].[K+]>CN(C=O)C>[CH3:1][O:2][C:3](=[O:30])[C:4]1[CH:5]=[C:6]([O:29][CH2:31][C:32]2[CH:37]=[CH:36][CH:35]=[CH:34][CH:33]=2)[CH:7]=[C:8]([O:10][CH2:11][CH2:12][CH2:13][CH2:14][CH2:15][CH2:16][CH2:17][CH2:18][CH2:19][CH2:20][CH2:21][CH2:22][CH2:23][CH2:24][CH2:25][CH2:26][CH2:27][CH3:28])[CH:9]=1 |f:2.3.4|. Reported procedure: A mixture of 3.0 g (7.1 mmol) of 3-hydroxy-5-(octadecyloxy) benzoic acid methyl ester, 0.93 ml (7.85 mmol) of benzyl bromide and 2.0 g (14.5 mmol) of potassium carbonate in 50 ml of DMF was stirred at 85° for 50 hours. The solvent was removed at reduced pressure and the residue was extracted with methylene chloride. The extract was concentrated and recrystallized from methylene chloride-methanol to give 3.24 g (89% yield, mp 62°-64°) of 3-(octadecyloxy)-5-(phenylmethoxy)benzoic acid methyl ester...